This data is from the Open Reaction Database (ORD), a public repository of structured organic reaction records. The task is: describe an organic reaction: reactants, conditions, products, and yield Starting materials: N1C=NC=C1 (imidazole), [OH-].[K+] (potassium hydroxide), BrCC1=CC(=CC=C1)CBr (α,α′-dibromo-m-xylene). Run in CC(=O)C (acetone). Conditions: time 8 hour. Yields the product N1(C=NC=C1)CC=1C=C(CN2C=NC=C2)C=CC1 (1-[3-(1H-imidazole-1yl-methyl)benzyl]-1H-imidazole). Isolated yield 63.9%. As a reaction SMILES: [NH:1]1[CH:5]=[CH:4][N:3]=[CH:2]1.[OH-].[K+].Br[CH2:9][C:10]1[CH:15]=[CH:14][CH:13]=[C:12]([CH2:16]Br)[CH:11]=1>CC(C)=O>[N:1]1([CH2:9][C:10]2[CH:11]=[C:12]([CH:13]=[CH:14][CH:15]=2)[CH2:16][N:1]2[CH:5]=[CH:4][N:3]=[CH:2]2)[CH:5]=[CH:4][N:3]=[CH:2]1 |f:1.2|. Reported procedure: To a 500 mL round bottom flask equipped with a stirbar was added 11.6 g imidazole (170 mmol) and 9.55 g (170 mmol) finely pulverized potassium hydroxide. These were stirred in 200 mL acetone until the solution became yellow translucent. 15.0 g (56.8 mmol) α,α′-dibromo-m-xylene was then added, and the solution was stirred at room temperature overnight. The cloudy solution was filtered, and the white solids rinsed with acetone. The resulting filtrate was dried on silica and partitioned on a silica... The reactants are COC(=O)C(c1ccc(F)cc1)C(O)c1ccnc(SC)n1, ClCCl, [Cr], c1ccncc1. Product: COC(=O)C(C(=O)c1ccnc(SC)n1)c1ccc(F)cc1. As a reaction SMILES: [CH3:7][O:8][C:9]([CH:10]([CH:11]([OH:12])[c:13]1[n:14][c:15]([S:19][CH3:20])[n:16][cH:17][cH:18]1)[c:21]1[cH:22][cH:23][c:24]([F:27])[cH:25][cH:26]1)=[O:28].[Cl:29][CH2:30][Cl:31].[Cr:32].[cH:1]1[cH:2][cH:3][n:4][cH:5][cH:6]1>>[CH3:7][O:8][C:9]([CH:10]([C:11](=[O:12])[c:13]1[n:14][c:15]([S:19][CH3:20])[n:16][cH:17][cH:18]1)[c:21]1[cH:22][cH:23][c:24]([F:27])[cH:25][cH:26]1)=[O:28]. Starting materials: O=C1C2CC3(CC(CC1C3)C2)C(=O)O (4-oxoadamantane-1-carboxylic acid), C(C(=O)Cl)(=O)Cl (oxalic chloride), O.N (ammonia water), C1CCOC1 (THF). The reagents and catalysts are CN(C)C=O (DMF). The solvent is O (water). Run at time 2 hour. Yields the product O=C1C2CC3(CC(CC1C3)C2)C(=O)N (4-oxoadamantane-1-carboxylic acid amide). As a reaction SMILES: [O:1]=[C:2]1[CH:9]2[CH2:10][C:5]3([C:12]([OH:14])=O)[CH2:6][CH:7]([CH2:11][CH:3]1[CH2:4]3)[CH2:8]2.C(Cl)(=O)C(Cl)=O.O.[NH3:22].C1COCC1>CN(C=O)C.O>[O:1]=[C:2]1[CH:9]2[CH2:10][C:5]3([C:12]([NH2:22])=[O:14])[CH2:6][CH:7]([CH2:11][CH:3]1[CH2:4]3)[CH2:8]2 |f:2.3|. Procedure details: 50 g of 4-oxoadamantane-1-carboxylic acid (1) was dissolved in 300 mL of MC and to the resulting solution was slowly added dropwise 30 mL of oxalic chloride. Then, five drops of DMF were added and the resulting mixture was stirred at room temperature for two hours, distilled under a reduced pressure, and then vacuum-dried. The compound as vacuum-dried was dissolved in 150 mL of anhydrous THF and the resulting solution was added dropwise to a solution prepared by mixing 60 mL of ammonia water and...